Dataset: the Open Reaction Database (ORD), a public repository of structured organic reaction records. Task: describe an organic reaction: reactants, conditions, products, and yield Reactants: C(C)OC(=O)C1=CC=CC2=C1SC=C2 (benzo[b]thiophene-7-carboxylic acid ethyl ester), [OH-].[Na+] (sodium hydroxide). The solvent is CO (methanol), O (water). Conditions: time 30 minute. Yields the product S1C2=C(C=C1)C=CC=C2C(=O)O (Benzo[b]thiophene-7-carboxylic acid). The yield is 5.9%. Reaction SMILES: C([O:3][C:4]([C:6]1[C:11]2[S:12][CH:13]=[CH:14][C:10]=2[CH:9]=[CH:8][CH:7]=1)=[O:5])C.[OH-].[Na+]>CO.O>[S:12]1[CH:13]=[CH:14][C:10]2[CH:9]=[CH:8][CH:7]=[C:6]([C:4]([OH:5])=[O:3])[C:11]1=2 |f:1.2|. Reported procedure: To a solution of benzo[b]thiophene-7-carboxylic acid ethyl ester (1.0 g, 48 mmol) in methanol (10 mL) and water (10 mL) is added sodium hydroxide (5 g, excess). The solution is stirred at room temperature for 30 min; at which point all the ester has been consumed. The reaction mixture is adjusted to pH 1 by adding 6M HCl solution, and extracted with DCM. The combined organic layers are filtered through a silica plug to afford the title compound as a yellow solid (505.2 mg, 59%). Reaction SMILES: [CH3:37][CH:38]([CH2:39][CH2:40][CH2:41][OH:42])[CH2:43][CH2:44][CH2:45][CH3:46].[CH3:47][N:48]([CH3:49])[CH:50]=[O:51].[CH3:52][CH2:53][O:54][CH2:55][CH3:56].[H-:1].[Na+:2].[OH:3][c:4]1[cH:5][cH:6][c:7](-[c:10]2[n:11][cH:12][c:13]([CH2:16][CH2:17][CH2:18][CH2:19][CH2:20][CH2:21][CH2:22][CH2:23][CH2:24][CH3:25])[cH:14][n:15]2)[cH:8][cH:9]1.[c:26]1([CH3:27])[cH:28][cH:29][c:30]([S:31]([O-:32])(=[O:33])=[O:34])[cH:35][cH:36]1>>[O:3]([c:4]1[cH:5][cH:6][c:7](-[c:10]2[n:11][cH:12][c:13]([CH2:16][CH2:17][CH2:18][CH2:19][CH2:20][CH2:21][CH2:22][CH2:23][CH2:24][CH3:25])[cH:14][n:15]2)[cH:8][cH:9]1)[CH2:41][CH2:40][CH2:39][CH:38]([CH3:37])[CH2:43][CH2:44][CH2:45][CH3:46]. The product is CCCCCCCCCCc1cnc(-c2ccc(OCCCC(C)CCCC)cc2)nc1. Reactants: CCCCC(C)CCCO, CN(C)C=O, CCOCC, [H-], [Na+], CCCCCCCCCCc1cnc(-c2ccc(O)cc2)nc1, Cc1ccc(S(=O)(=O)[O-])cc1. Starting materials: COC(C1=CC=C(C=C1)N(CC1=CC(=CC=C1)C#N)C1CCN(CC1)C(CCN)C)=O (4-[[1-(3-amino-1-methyl-propyl)-piperidin-4-yl]-(3-cyano-benzyl)-amino]-benzoic acid methyl ester), ClC1=C(C(=O)O)C(=CC=C1)C (2-chloro-6-methylbenzoic acid), ester. Product: ClC1=C(C(=O)NCCC(C)N2CCC(CC2)N(C2=CC=C(C(=O)O)C=C2)CC2=CC(=CC=C2)C#N)C(=CC=C1)C (4-[{1-[3-(2-chloro-6-methyl-benzoylamino)-1-methyl-propyl]-piperidin-4-yl}-(3-cyano-benzyl)-amino]-benzoic acid). As a reaction SMILES: C[O:2][C:3](=[O:31])[C:4]1[CH:9]=[CH:8][C:7]([N:10]([CH:20]2[CH2:25][CH2:24][N:23]([CH:26]([CH3:30])[CH2:27][CH2:28][NH2:29])[CH2:22][CH2:21]2)[CH2:11][C:12]2[CH:17]=[CH:16][CH:15]=[C:14]([C:18]#[N:19])[CH:13]=2)=[CH:6][CH:5]=1.[Cl:32][C:33]1[CH:41]=[CH:40][CH:39]=[C:38]([CH3:42])[C:34]=1[C:35](O)=[O:36]>>[Cl:32][C:33]1[CH:41]=[CH:40][CH:39]=[C:38]([CH3:42])[C:34]=1[C:35]([NH:29][CH2:28][CH2:27][CH:26]([N:23]1[CH2:22][CH2:21][CH:20]([N:10]([CH2:11][C:12]2[CH:17]=[CH:16][CH:15]=[C:14]([C:18]#[N:19])[CH:13]=2)[C:7]2[CH:6]=[CH:5][C:4]([C:3]([OH:2])=[O:31])=[CH:9][CH:8]=2)[CH2:25][CH2:24]1)[CH3:30])=[O:36]. Procedure: Using general procedure E with 4-[[1-(3-amino-1-methyl-propyl)-piperidin-4-yl]-(3-cyano-benzyl)-amino]-benzoic acid methyl ester (see EXAMPLE 164) (73 mg, 0.17 mmol) and 2-chloro-6-methylbenzoic acid (43 mg, 0.25 mmol) followed by general procedure K with the resulting ester gave 4-[{1-[3-(2-chloro-6-methyl-benzoylamino)-1-methyl-propyl]-piperidin-4-yl}-(3-cyano-benzyl)-amino]-benzoic acid as a beige solid (44.5 mg, 46% over 2 steps). Starting materials: NC1=C(C=CC(=C1)N)C (2,4-Diaminotoluene), C(N)(OCC)=O (ethyl carbamate), C(C)O (ethanol), N.C(C)O (ammonia ethanol). Run at temperature 40 celsius, time 5 hour. The product is C(C)OC(=O)NC1=C(C=CC(=C1)NC(=O)OCC)C (2,4-bis-(ethoxycarbonylamino)-toluene). The yield is 64.1%. RXN SMILES: [NH2:1][C:2]1[CH:7]=[C:6]([NH2:8])[CH:5]=[CH:4][C:3]=1[CH3:9].[C:10](=[O:15])([O:12][CH2:13][CH3:14])N.N.[CH2:17]([OH:19])[CH3:18].[CH2:20]([OH:22])C>>[CH2:13]([O:12][C:10]([NH:1][C:2]1[CH:7]=[C:6]([NH:8][C:20]([O:19][CH2:17][CH3:18])=[O:22])[CH:5]=[CH:4][C:3]=1[CH3:9])=[O:15])[CH3:14] |f:2.3|. Procedure: 122 g (1 mol) of 2,4-Diaminotoluene and 1782 g (20 mol) of ethyl carbamate are heated to 200° C. in the presence of 320 g of ethanol, with stirring, in a 5-liter stirrer autoclave, and 1300 ml of an ammonia/ethanol mixture are distilled off per hour. The autoclave is adjusted to a pressure of from 6 to 10 bar by means of a control valve and the ethanol concentration is kept constant by pumping in fresh ethanol. After a reaction time of 5 hours, the autoclave is left to cool down, emptied, and th... The product is O=C(Cc1cccs1)Nc1cccc(-c2nn3ccccc3c2-c2ccnc(Nc3ccc(Cl)c(OCCN4CCCC4)c3)n2)c1. As a reaction SMILES: [NH2:1][c:2]1[cH:3][c:4](-[c:8]2[n:9][n:10]3[c:11]([cH:12][cH:13][cH:14][cH:15]3)[c:16]2-[c:17]2[n:18][c:19]([NH:23][c:24]3[cH:25][c:26]([O:31][CH2:32][CH2:33][N:34]4[CH2:35][CH2:36][CH2:37][CH2:38]4)[c:27]([Cl:30])[cH:28][cH:29]3)[n:20][cH:21][cH:22]2)[cH:5][cH:6][cH:7]1.[s:39]1[c:40]([CH2:44][C:45](=[O:46])[Cl:47])[cH:41][cH:42][cH:43]1>>[NH:1]([c:2]1[cH:3][c:4](-[c:8]2[n:9][n:10]3[c:11]([cH:12][cH:13][cH:14][cH:15]3)[c:16]2-[c:17]2[n:18][c:19]([NH:23][c:24]3[cH:25][c:26]([O:31][CH2:32][CH2:33][N:34]4[CH2:35][CH2:36][CH2:37][CH2:38]4)[c:27]([Cl:30])[cH:28][cH:29]3)[n:20][cH:21][cH:22]2)[cH:5][cH:6][cH:7]1)[C:45]([CH2:44][c:40]1[s:39][cH:43][cH:42][cH:41]1)=[O:46]. The reactants are Nc1cccc(-c2nn3ccccc3c2-c2ccnc(Nc3ccc(Cl)c(OCCN4CCCC4)c3)n2)c1, O=C(Cl)Cc1cccs1. The reactants are N1(CCNCC1)C=1C=CC=2N(N1)C(=NN2)C(F)(F)F (6-(piperazin-1-yl)-3-(trifluoromethyl)-[1,2,4]triazolo[4,3-b]pyridazine), N1N=C(C=C1)C=O (1H-pyrazole-3-carbaldehyde). Product: N1N=C(C=C1)CN1CCN(CC1)C=1C=CC=2N(N1)C(=NN2)C(F)(F)F (6-[4-(1H-pyrazol-3-ylmethyl)piperazin-1-yl]-3-(trifluoromethyl)-[1,2,4]triazolo[4,3-b]pyridazine). Reaction SMILES: [N:1]1([C:7]2[CH:8]=[CH:9][C:10]3[N:11]([C:13]([C:16]([F:19])([F:18])[F:17])=[N:14][N:15]=3)[N:12]=2)[CH2:6][CH2:5][NH:4][CH2:3][CH2:2]1.[NH:20]1[CH:24]=[CH:23][C:22]([CH:25]=O)=[N:21]1>>[NH:20]1[CH:24]=[CH:23][C:22]([CH2:25][N:4]2[CH2:3][CH2:2][N:1]([C:7]3[CH:8]=[CH:9][C:10]4[N:11]([C:13]([C:16]([F:17])([F:18])[F:19])=[N:14][N:15]=4)[N:12]=3)[CH2:6][CH2:5]2)=[N:21]1. Procedure: Reductive amination of 6-(piperazin-1-yl)-3-(trifluoromethyl)-[1,2,4]triazolo[4,3-b]pyridazine with 1H-pyrazole-3-carbaldehyde was carried out according to General Synthetic Method 5. The crude product was purified by hplc using a Waters XBridge Prep C18 OBD column (5μ silica, 19 mm diameter, 100 mm length) eluted with decreasingly polar mixtures of water (containing 1% aqueous ammonia) and acetonitrile as eluents to give 6-[4-(1H-pyrazol-3-ylmethyl)piperazin-1-yl]-3-(trifluoromethyl)-[1,2,4]tri... Yields the product COc1cc(C=Cc2nc(-c3ccc(F)cc3)c3n2CCN(C)C3=O)ccc1-n1cnc(C)c1. As a reaction SMILES: [C:39](=[O:40])([OH:41])[O-:42].[CH2:44]1[O:45][CH2:46][CH2:47][CH2:48]1.[CH3:36][I:37].[CH3:49][CH2:50][O:51][C:52](=[O:53])[CH3:54].[F:3][c:4]1[cH:5][cH:6][c:7](-[c:10]2[n:11][c:12]([CH:20]=[CH:21][c:22]3[cH:23][c:24]([O:34][CH3:35])[c:25](-[n:28]4[cH:29][n:30][c:31]([CH3:33])[cH:32]4)[cH:26][cH:27]3)[n:13]3[c:14]2[C:15](=[O:19])[NH:16][CH2:17][CH2:18]3)[cH:8][cH:9]1.[H-:1].[Na+:2].[Na+:43].[OH2:38]>>[F:3][c:4]1[cH:5][cH:6][c:7](-[c:10]2[n:11][c:12]([CH:20]=[CH:21][c:22]3[cH:23][c:24]([O:34][CH3:35])[c:25](-[n:28]4[cH:29][n:30][c:31]([CH3:33])[cH:32]4)[cH:26][cH:27]3)[n:13]3[c:14]2[C:15](=[O:19])[N:16]([CH3:39])[CH2:17][CH2:18]3)[cH:8][cH:9]1. Starting materials: O=C([O-])O, C1CCOC1, CI, CCOC(C)=O, COc1cc(C=Cc2nc(-c3ccc(F)cc3)c3n2CCNC3=O)ccc1-n1cnc(C)c1, [H-], [Na+], [Na+], O. RXN SMILES: [C:1]([CH3:2])(=[O:3])[NH:4][CH:5]1[CH:6]([NH:15][CH2:16][CH2:17][CH2:18][CH2:19][CH2:20][CH2:21][CH2:22][CH2:23][CH2:24][CH2:25][CH2:26][CH3:27])[O:7][CH:8]([CH2:13][OH:14])[CH:9]([OH:12])[CH:10]1[OH:11].[C:28]([CH2:29][CH2:30][CH2:31][CH2:32][CH2:33][CH2:34][CH2:35][CH2:36][CH2:37][CH2:38][CH2:39][CH2:40][CH2:41][CH2:42][CH2:43][CH2:44][CH3:45])(=[O:46])[Cl:47]>>[C:1]([CH3:2])(=[O:3])[NH:4][CH:5]1[CH:6]([N:15]([CH2:16][CH2:17][CH2:18][CH2:19][CH2:20][CH2:21][CH2:22][CH2:23][CH2:24][CH2:25][CH2:26][CH3:27])[C:28]([CH2:29][CH2:30][CH2:31][CH2:32][CH2:33][CH2:34][CH2:35][CH2:36][CH2:37][CH2:38][CH2:39][CH2:40][CH2:41][CH2:42][CH2:43][CH2:44][CH3:45])=[O:46])[O:7][CH:8]([CH2:13][OH:14])[CH:9]([OH:12])[CH:10]1[OH:11]. The product is CCCCCCCCCCCCCCCCCC(=O)N(CCCCCCCCCCCC)C1OC(CO)C(O)C(O)C1NC(C)=O. Starting materials: CCCCCCCCCCCCNC1OC(CO)C(O)C(O)C1NC(C)=O, CCCCCCCCCCCCCCCCCC(=O)Cl. Starting materials: N1(CCOCC1)C(=O)NC(C(=O)O)CS(=O)(=O)CC1=CC=CC=C1 (2-[(Morpholine-4-carbonyl)-amino]-3-phenylmethanesulfonyl-propionic acid), C=1C=CC2=C(C1)N=NN2O (HOBt), CN1CCOCC1 (4-methylmorpholine), OC(=O)C(F)(F)F.NCC(CNS(=O)(=O)C1=CC=CC=C1)O (N-(3-amino-2-hydroxy-propyl)-benzenesulfonamide TFA salt), C(CCl)Cl (EDC). Solvent: CN(C)C=O (DMF). Run at time 3 hour. Yields the product C1(=CC=CC=C1)S(=O)(=O)NCC(CNC(=O)C(CS(=O)(=O)CC1=CC=CC=C1)NC(=O)N1CCOCC1)=O (morpholine-4-carboxylic acid [1-(3-benzenesulfonylamino-2-oxo-propylcarbamoyl)-2-phenylmethanesulfonyl-ethyl]-amide). The yield is 19.7%. Reaction SMILES: [N:1]1([C:7]([NH:9][CH:10]([CH2:14][S:15]([CH2:18][C:19]2[CH:24]=[CH:23][CH:22]=[CH:21][CH:20]=2)(=[O:17])=[O:16])[C:11]([OH:13])=O)=[O:8])[CH2:6][CH2:5][O:4][CH2:3][CH2:2]1.OC(C(F)(F)F)=O.[NH2:32][CH2:33][CH:34]([OH:46])[CH2:35][NH:36][S:37]([C:40]1[CH:45]=[CH:44][CH:43]=[CH:42][CH:41]=1)(=[O:39])=[O:38].C(Cl)CCl.C1C=CC2N(O)N=NC=2C=1.CN1CCOCC1>CN(C=O)C>[C:40]1([S:37]([NH:36][CH2:35][C:34](=[O:46])[CH2:33][NH:32][C:11]([CH:10]([NH:9][C:7]([N:1]2[CH2:6][CH2:5][O:4][CH2:3][CH2:2]2)=[O:8])[CH2:14][S:15]([CH2:18][C:19]2[CH:20]=[CH:21][CH:22]=[CH:23][CH:24]=2)(=[O:16])=[O:17])=[O:13])(=[O:39])=[O:38])[CH:41]=[CH:42][CH:43]=[CH:44][CH:45]=1 |f:1.2|. Procedure details: 2-[(Morpholine-4-carbonyl)-amino]-3-phenylmethanesulfonyl-propionic acid (50 mg, 0. 14 mmol), N-(3-amino-2-hydroxy-propyl)-benzenesulfonamide TFA salt (60 mg, 0.17 mmol), EDC (100 mg, 0.52 mmol), and HOBt (100 mg, 0.64 mmol) were combined. DMF (3 mL) was added and then 4-methylmorpholine (0.3 mL). The mixture was stirred at ambient temperature for 3 hours. After dilution with ethyl acetate (100 mL) the solution was washed with 1N HCl, saturated aqueous NaHCO3 and brine, dried with MgSO4 and evap...